Task: describe an organic reaction: reactants, conditions, products, and yield. Dataset: the Open Reaction Database (ORD), a public repository of structured organic reaction records Starting materials: COc1ccc(C(O)CN(Cc2ccccc2)Cc2cccc(OC)c2)cc1, ClCCl, O=C(O)C(F)(F)F. Yields the product COc1ccc(C2CN(Cc3ccccc3)Cc3cc(OC)ccc32)cc1. As a reaction SMILES: [CH2:1]([c:2]1[cH:3][cH:4][cH:5][cH:6][cH:7]1)[N:8]([CH2:9][CH:10]([OH:11])[c:12]1[cH:13][cH:14][c:15]([O:18][CH3:19])[cH:16][cH:17]1)[CH2:20][c:21]1[cH:22][c:23]([O:27][CH3:28])[cH:24][cH:25][cH:26]1.[Cl:36][CH2:37][Cl:38].[F:29][C:30]([F:31])([F:32])[C:33]([OH:34])=[O:35]>>[CH2:1]([c:2]1[cH:3][cH:4][cH:5][cH:6][cH:7]1)[N:8]1[CH2:9][CH:10]([c:12]2[cH:13][cH:14][c:15]([O:18][CH3:19])[cH:16][cH:17]2)[c:26]2[c:21]([cH:22][c:23]([O:27][CH3:28])[cH:24][cH:25]2)[CH2:20]1. The reactants are B, C1CCOC1, Cl, [Na+], [OH-], CCC(=O)NC1CCC(CNc2nc3c(s2)CCOc2ccccc2-3)CC1. Product: CCCNC1CCC(CNc2nc3c(s2)CCOc2ccccc2-3)CC1. Reaction SMILES: [BH3:28].[CH2:32]1[O:33][CH2:34][CH2:35][CH2:36]1.[ClH:29].[Na+:31].[OH-:30].[n:1]1[c:2]([NH:15][CH2:16][CH:17]2[CH2:18][CH2:19][CH:20]([NH:23][C:24]([CH2:25][CH3:26])=[O:27])[CH2:21][CH2:22]2)[s:3][c:4]2[c:5]1-[c:6]1[c:7]([cH:11][cH:12][cH:13][cH:14]1)[O:8][CH2:9][CH2:10]2>>[n:1]1[c:2]([NH:15][CH2:16][CH:17]2[CH2:18][CH2:19][CH:20]([NH:23][CH2:24][CH2:25][CH3:26])[CH2:21][CH2:22]2)[s:3][c:4]2[c:5]1-[c:6]1[c:7]([cH:11][cH:12][cH:13][cH:14]1)[O:8][CH2:9][CH2:10]2. Reactants: resultant mixture, O[C@@H]1[C@H](O)[C@@H](O)[C@H](O)[C@H](O1)CO (α-D-glucose), cupric acetate. The solvent is O (water), CO (methanol). Product: C([C@H]([C@H]([C@@H](C(=O)C=O)O)O)O)O (glucosone). As a reaction SMILES: [OH:1][C@H:2]1[O:10][C@H:9]([CH2:11][OH:12])[C@@H:7]([OH:8])[C@H:5]([OH:6])[C@H:3]1[OH:4]>O.CO>[CH2:11]([OH:12])[C@@H:9]([OH:10])[C@@H:7]([OH:8])[C@H:5]([OH:6])[C:3]([CH:2]=[O:1])=[O:4]. Procedure details: To a solution of α-D-glucose (4.5 g) in water (10 ml), a solution of cupric acetate (20 g) in methanol (250 ml) was added, and the resultant mixture was heated on a water bath for 1 hour. The reaction mixture was cooled, and the precipitated cuprous oxide was eliminated by filtration. Hydrogen sulfide gas was introduced into the filtrate for about 1 minute to precipitate the unreacted cupric acetate in the form of cupric sulfide. After elimination of the precipitate by filtration, the filtrate w... Procedure details: A solution of 6.7 ml (80 mmol) of methyl propiolate in 80 ml of tetrahydrofuran was treated at -78° under argon with 53.1 ml of n-butyllithium (1.6M in hexane). The mixture was stirred at -78° for 10 minutes and then a solution of 11.94 g (80 mmol) of 4-dimethylaminobenzaldehyde in 80 ml of tetrahydrofuran was added within 30 minutes. The reaction mixture was stirred at -78° for a further 20 minutes then brought to room temperature and treated with 120 ml of saturated ammonium chloride solution.... Run in O1CCCC1 (tetrahydrofuran), O1CCCC1 (tetrahydrofuran). Reactants: C(C#C)(=O)OC (methyl propiolate), C(CCC)[Li] (n-butyllithium), CN(C1=CC=C(C=O)C=C1)C (4-dimethylaminobenzaldehyde), [Cl-].[NH4+] (ammonium chloride). Conditions: time 10 minute. RXN SMILES: [C:1]([O:5][CH3:6])(=[O:4])[C:2]#[CH:3].C([Li])CCC.[CH3:12][N:13]([CH3:22])[C:14]1[CH:21]=[CH:20][C:17]([CH:18]=[O:19])=[CH:16][CH:15]=1.[Cl-].[NH4+]>O1CCCC1>[CH3:12][N:13]([CH3:22])[C:14]1[CH:21]=[CH:20][C:17]([CH:18]([OH:19])[C:3]#[C:2][C:1]([O:5][CH3:6])=[O:4])=[CH:16][CH:15]=1 |f:3.4|. Yields the product CN(C1=CC=C(C=C1)C(C#CC(=O)OC)O)C (methyl 4-[4-(dimethylamino)phenyl)-4-hydroxy-2-butynoate).